Dataset: the Open Reaction Database (ORD), a public repository of structured organic reaction records. Task: describe an organic reaction: reactants, conditions, products, and yield Reactants: C1CCNCC1, ClCc1cc(OCCCN2CCCCC2)no1, ClCCl. Yields the product c1c(OCCCN2CCCCC2)noc1CC1CCNCC1. As a reaction SMILES: [CH2:18]1[CH2:19][CH2:20][NH:21][CH2:22][CH2:23]1.[Cl:1][CH2:2][c:3]1[cH:4][c:5]([O:8][CH2:9][CH2:10][CH2:11][N:12]2[CH2:13][CH2:14][CH2:15][CH2:16][CH2:17]2)[n:6][o:7]1.[Cl:24][CH2:25][Cl:26]>>[CH2:2]([c:3]1[cH:4][c:5]([O:8][CH2:9][CH2:10][CH2:11][N:12]2[CH2:13][CH2:14][CH2:15][CH2:16][CH2:17]2)[n:6][o:7]1)[CH:18]1[CH2:19][CH2:20][NH:21][CH2:22][CH2:23]1. Reactants: ClCC(N)=NO (2-chloroacetamidoxime), C(C1=CN=CC=C1)Cl (nicotinyl chloride), C1(=CC=CC=C1)C (toluene). Solvent: C(C)(=O)OCC (ethyl acetate). Conditions: temperature 110 celsius. Yields the product ClCC1=NOC(=N1)C1=NC=CC=C1 (2-(3-chloromethyl-[1,2,4]-oxadiazole-5-yl)-pyridine). As a reaction SMILES: [Cl:1][CH2:2][C:3](=[N:5][OH:6])[NH2:4].C(Cl)[C:8]1[CH:13]=[CH:12][CH:11]=[N:10][CH:9]=1.[C:15]1(C)C=CC=CC=1>C(OCC)(=O)C>[Cl:1][CH2:2][C:3]1[N:4]=[C:15]([C:9]2[CH:8]=[CH:13][CH:12]=[CH:11][N:10]=2)[O:6][N:5]=1. Procedure details: Step-1: To the stirred solution of 2-chloroacetamidoxime (1.0 g, 9.2 mmol, prepared as per the procedure given in PCT/US02/22897) in toluene (15 ml) was added nicotinyl chloride (1.37 g, 9.67 mmol) and heated at 110° C. for 4 hr. The reaction mixture was diluted with ethyl acetate (50 ml) and washed with aqueous saturated sodium bicarbonate solution (2×25). Organic layer was evaporated under vacuum to yield the crude product. The crude product was purified using silica gel column chromatography ... The reactants are FC(C1=C(C=CC=C1)CCC(=O)O)(F)F (3-(2-(trifluoromethyl)phenyl)propanoic acid), ClC=1C=CC=C2C(N(C3(CCNCC3)C12)C)=O (7-chloro-2-methylspiro[isoindoline-1,4′-piperidin]-3-one). Yields the product ClC=1C=CC=C2C(N(C3(CCN(CC3)C(CCC3=C(C=CC=C3)C(F)(F)F)=O)C12)C)=O (7-chloro-2-methyl-1′-(3-(2-(trifluoromethyl)phenyl)propanoyl)spiro[isoindoline-1,4′-piperidin]-3-one). As a reaction SMILES: [F:1][C:2]([F:15])([F:14])[C:3]1[CH:8]=[CH:7][CH:6]=[CH:5][C:4]=1[CH2:9][CH2:10][C:11]([OH:13])=O.[Cl:16][C:17]1[CH:18]=[CH:19][CH:20]=[C:21]2[C:30]=1[C:24]1([CH2:29][CH2:28][NH:27][CH2:26][CH2:25]1)[N:23]([CH3:31])[C:22]2=[O:32]>>[Cl:16][C:17]1[CH:18]=[CH:19][CH:20]=[C:21]2[C:30]=1[C:24]1([CH2:25][CH2:26][N:27]([C:11](=[O:13])[CH2:10][CH2:9][C:4]3[CH:5]=[CH:6][CH:7]=[CH:8][C:3]=3[C:2]([F:1])([F:15])[F:14])[CH2:28][CH2:29]1)[N:23]([CH3:31])[C:22]2=[O:32]. Reported procedure: The title compound was prepared following a procedure analogous to that described in Example 1 using 3-(2-(trifluoromethyl)phenyl)propanoic acid and 7-chloro-2-methylspiro[isoindoline-1,4′-piperidin]-3-one. LC-MS Method 1 tR=1.77, min, m/z=453, 451